Dataset: the Open Reaction Database (ORD), a public repository of structured organic reaction records. Task: describe an organic reaction: reactants, conditions, products, and yield Starting materials: CC=1N=C(C=2N=CN([C@H]3[C@](O)([C@H](OC)[C@@H](CO)O3)C)C2N1)N (2,2',3'-O-trimethyladenosine), CI (methyl iodide). Yields the product CC=1N=C(C=2N=CN([C@H]3[C@](O)([C@H](OC)[C@@H](CO)O3)C)C2N1)NC (2,N6,2',3'-O-tetramethyladenosine). As a reaction SMILES: [CH3:1][C:2]1[N:3]=[C:4]([NH2:22])[C:5]2[N:6]=[CH:7][N:8]([C:20]=2[N:21]=1)[C@@H:9]1[O:18][C@H:15]([CH2:16][OH:17])[C@@H:12]([O:13][CH3:14])[C@@:10]1([CH3:19])[OH:11].[CH3:23]I>>[CH3:1][C:2]1[N:3]=[C:4]([NH:22][CH3:23])[C:5]2[N:6]=[CH:7][N:8]([C:20]=2[N:21]=1)[C@@H:9]1[O:18][C@H:15]([CH2:16][OH:17])[C@@H:12]([O:13][CH3:14])[C@@:10]1([CH3:19])[OH:11]. Procedure: Compound 63 was methylated by methyl iodide and then rearranged to give 2,N6,2',3'-O-tetramethyladenosine (Compound 64). Starting materials: OC1=C(C(NC=2CCCCC12)=O)C(=O)OC (methyl 1,2,5,6,7,8-hexahydro-4-hydroxy-2-oxoquinoline-3-carboxylate), OC1=C(C(NC=2CCCCC12)=O)C(=O)O (1,2,5,6,7,8-hexahydro-4-hydroxy-2-oxoquinoline-3-carboxylic acid). Yields the product OC1=CC(NC=2CCCCC12)=O (5,6,7,8-tetrahydro-4-hydroxy-2(1H)-quinolinone). RXN SMILES: [OH:1][C:2]1[C:11]2[CH2:10][CH2:9][CH2:8][CH2:7][C:6]=2[NH:5][C:4](=[O:12])[C:3]=1C(OC)=O.OC1C2CCCCC=2NC(=O)C=1C(O)=O>>[OH:1][C:2]1[C:11]2[CH2:10][CH2:9][CH2:8][CH2:7][C:6]=2[NH:5][C:4](=[O:12])[CH:3]=1. Procedure details: Using the general method of Example 1 Part E, a mixture of methyl 1,2,5,6,7,8-hexahydro-4-hydroxy-2-oxoquinoline-3-carboxylate and 1,2,5,6,7,8-hexahydro-4-hydroxy-2-oxoquinoline-3-carboxylic acid (1.92 g total) was hydrolyzed and decarboxylated to provide 1.38 g of 5,6,7,8-tetrahydro-4-hydroxy-2(1H)-quinolinone as a white solid, m.p. >300° C. Reactants: NC1=C(C=CC=C1)O (o-aminophenol), Cl (hydrochloric acid), aqueous solution, [OH-].[Na+] (NaOH), CC(C=CC)=O (3-penten-2-one). Run in C(C)(=O)OCC (Ethyl acetate). Run at time 1 hour. Yields the product CC1=NC2=C(C=CC=C2C(=C1)C)O (2,4-dimethyl-8-quinolinol). Yield: 36.1%. RXN SMILES: [NH2:1][C:2]1[CH:7]=[CH:6][CH:5]=[CH:4][C:3]=1[OH:8].Cl.[CH3:10][C:11](=O)[CH:12]=[CH:13][CH3:14].[OH-].[Na+]>C(OCC)(=O)C>[CH3:10][C:11]1[CH:12]=[C:13]([CH3:14])[C:7]2[C:2](=[C:3]([OH:8])[CH:4]=[CH:5][CH:6]=2)[N:1]=1 |f:3.4|. Reported procedure: In a three-necked flask were placed 33 g of o-aminophenol and 207 g of concentrated hydrochloric acid and the mixture was heated to the reflux temperature and stirred for 1 hour. To the mixture being heated under reflux was slowly added 51 g of 3-penten-2-one with a purity of 65% over 2 hours and stirring was continued for another 2 hours. Upon completion of the reaction, the reaction mixture was cooled to room temperature, 300 ml of a 48% aqueous solution of NaOH was added until the aqueous pha... Reactants: CCO, [H][H], CC(CN1C(=O)CCc2cc([N+](=O)[O-])ccc21)N1CCCC1. Yields the product CC(CN1C(=O)CCc2cc(N)ccc21)N1CCCC1. As a reaction SMILES: [CH3:25][CH2:26][OH:27].[H:23][H:24].[N+:1]([O-:2])(=[O:3])[c:4]1[cH:5][c:6]2[c:11]([cH:12][cH:13]1)[N:10]([CH2:14][CH:15]([CH3:16])[N:17]1[CH2:18][CH2:19][CH2:20][CH2:21]1)[C:9](=[O:22])[CH2:8][CH2:7]2>>[NH2:1][c:4]1[cH:5][c:6]2[c:11]([cH:12][cH:13]1)[N:10]([CH2:14][CH:15]([CH3:16])[N:17]1[CH2:18][CH2:19][CH2:20][CH2:21]1)[C:9](=[O:22])[CH2:8][CH2:7]2. Reactants: Cl (HCl), C(C)(=O)OC=1C=C(C=CC1)C (3-Acetoxytoluene), [Al+3].[Cl-].[Cl-].[Cl-] (AlCl3), CCOCC (Et2O). Conditions: temperature 165 celsius. The product is 42.2, CC1=CC(=C(C=C1)C(=O)C)O (2-Hydroxy-4-methylacetophenone). The yield is 84.0%. RXN SMILES: C([O:4][C:5]1[CH:6]=[C:7]([CH3:11])[CH:8]=[CH:9][CH:10]=1)(=O)C.[Al+3].[Cl-].[Cl-].[Cl-].Cl.[CH3:17][CH2:18][O:19]CC>>[CH3:11][C:7]1[CH:8]=[CH:9][C:10]([C:18]([CH3:17])=[O:19])=[C:5]([OH:4])[CH:6]=1 |f:1.2.3.4|. Reported procedure: To 50 g (0.33 mol) of 3-acetoxytoluene from Step 1 was added AlCl3 (60 g, 0.45 mol) and the resulting mixture was heated at 165° C. for 20 min., then cooled at 0° C. and HCl 1N was carefully added followed by Et2O. The aqueous phase was extracted 5× with Et2O and the combined organic phase wash washed with brine, dried over MgSO4 and evaporated. The residue was distilled under vacuum to give 42.2 (84%.) of the title compound. Reactants: Cl (HCl), [B] (boron), C=C(C)C (isobutene), CC(CCCC)B(OC(C)C)OC(C)C (2-n-hexyl-diisopropoxyborane), CC(C#C[Li])(C)C (3,3-dimethyl-1-butynyllithium). Solvent: C(C)OCC (ethyl ether), C(C)OCC (ethyl ether), C(C)OCC (ethyl ether). Yields the product C(CCCCC)B(OC(C)C)C#CC(C)(C)C (n-Hexyl(3,3-dimethyl-1-butynyl)isopropoxyborane). Reaction SMILES: C[CH:2]([B:7]([O:12][CH:13]([CH3:15])[CH3:14])OC(C)C)[CH2:3][CH2:4][CH2:5][CH3:6].[CH3:16][C:17]([CH3:22])([CH3:21])[C:18]#[C:19][Li].Cl.[B].[CH2:25]=C(C)C>C(OCC)C>[CH2:2]([B:7]([C:19]#[C:18][C:17]([CH3:22])([CH3:21])[CH3:16])[O:12][CH:13]([CH3:14])[CH3:15])[CH2:3][CH2:4][CH2:5][CH2:6][CH3:25]. Procedure details: n-Hexyl(3,3-dimethyl-1-butynyl)isopropoxyborane was prepared by adding 2-n-hexyl-diisopropoxyborane (8.35 g, 39 mmol) in ethyl ether (18 mL) to an ethyl ether solution of 3,3-dimethyl-1-butynyllithium (44 mmol in 44 mL of ethyl ether), following the method of Example 14, and quenched with HCl in ethyl ether (12.87 mL, 44 mmol). Yield: 7.2 g (79%), bp 80°-82° C. (0.1 mm Hg); n20D 1.4265, boron NMR (ethyl ether) δ+40.6 ppm(s); mass spectrum (chemical ionization, isobutene) m/e 237 (M+H, 7%); IR (t... The reactants are C1(CC1)C1=C(C=C(C=N1)NC1=C(C(=O)OC(C)(C)C)C=C(C=C1)C)C (tert-butyl 2-(6-cyclopropyl-5-methylpyridin-3-ylamino)-5-methylbenzoate). Solvent: C(=O)(C(F)(F)F)O (TFA). The product is C1(CC1)C1=C(C=C(C=N1)NC1=C(C(=O)O)C=C(C=C1)C)C (2-(6-Cyclopropyl-5-methylpyridin-3-ylamino)-5-methylbenzoic acid). As a reaction SMILES: [CH:1]1([C:4]2[N:9]=[CH:8][C:7]([NH:10][C:11]3[CH:23]=[CH:22][C:21]([CH3:24])=[CH:20][C:12]=3[C:13]([O:15]C(C)(C)C)=[O:14])=[CH:6][C:5]=2[CH3:25])[CH2:3][CH2:2]1>C(O)(C(F)(F)F)=O>[CH:1]1([C:4]2[N:9]=[CH:8][C:7]([NH:10][C:11]3[CH:23]=[CH:22][C:21]([CH3:24])=[CH:20][C:12]=3[C:13]([OH:15])=[O:14])=[CH:6][C:5]=2[CH3:25])[CH2:2][CH2:3]1. Procedure details: A solution of tert-butyl 2-(6-cyclopropyl-5-methylpyridin-3-ylamino)-5-methylbenzoate (1.52 mmol, 0.514 g) in TFA (5 ml) was stirred at room temperature for 30 minutes. The solvent was reduced under reduced pressure and the crude mixture was purified by reverse phase chromatography using a 30% to 100% (Water-ACN) gradient and affording 0.150 g (35% of yield) of the expected product. Starting materials: Cl (hydrochloric acid), FC=1C=CC(=C(C1)C)[N+](=O)[O-] (5-fluoro-2-nitrotoluene), COC1=CC=C(C=C1)O (4-methoxyphenol), CC(C)([O-])C.[K+] (potassium tert-butoxide). Run in O (water), CN(C=O)C (dimethylformamide). Reaction conditions: time 24 hour. The product is COC1=CC=C(OC2=CC(=C(C=C2)[N+](=O)[O-])C)C=C1 (4-(4-methoxy-phenoxy)-2-methylnitrobenzene). The yield is 30.0%. As a reaction SMILES: F[C:2]1[CH:3]=[CH:4][C:5]([N+:9]([O-:11])=[O:10])=[C:6]([CH3:8])[CH:7]=1.[CH3:12][O:13][C:14]1[CH:19]=[CH:18][C:17]([OH:20])=[CH:16][CH:15]=1.CC(C)([O-])C.[K+].Cl>O.CN(C)C=O>[CH3:12][O:13][C:14]1[CH:19]=[CH:18][C:17]([O:20][C:2]2[CH:3]=[CH:4][C:5]([N+:9]([O-:11])=[O:10])=[C:6]([CH3:8])[CH:7]=2)=[CH:16][CH:15]=1 |f:2.3|. Procedure details: To a mixture of 5-fluoro-2-nitrotoluene (7.0 grams, 45 mmol), 4-methoxyphenol (6.2 grams, 50 mmol) and dimethylformamide (45 mL) was added potassium tert-butoxide (5.1 grams, 45 mmol). After stirring at room temperature for 24 hours, the mixture was diluted with water, acidified with 1 M aqueous hydrochloric acid, and the aqueous phase was extracted 3 times with ether. The combined organic layers were dried over magnesium sulfate, filtered and concentrated in vacuo. Purification by silica gel ch... Reactants: CCOP(=O)(OCC)SCSC1=CC=C(C=C1)Cl (PTMP). Reagents/catalysts: C=1C=CC(=CC1)[P](C=2C=CC=CC2)(C=3C=CC=CC3)[Pd]([P](C=4C=CC=CC4)(C=5C=CC=CC5)C=6C=CC=CC6)([P](C=7C=CC=CC7)(C=8C=CC=CC8)C=9C=CC=CC9)[P](C=1C=CC=CC1)(C=1C=CC=CC1)C=1C=CC=CC1 (tetrakis). Product: C(CCCCCCCCCCC)S (Dodecyl mercaptan). Reaction SMILES: CCOP(SC[S:11][C:12]1[CH:17]=[CH:16][C:15](Cl)=[CH:14][CH:13]=1)(OCC)=O>C1C=CC([P]([Pd]([P](C2C=CC=CC=2)(C2C=CC=CC=2)C2C=CC=CC=2)([P](C2C=CC=CC=2)(C2C=CC=CC=2)C2C=CC=CC=2)[P](C2C=CC=CC=2)(C2C=CC=CC=2)C2C=CC=CC=2)(C2C=CC=CC=2)C2C=CC=CC=2)=CC=1>[CH2:12]([SH:11])[CH2:17][CH2:16][CH2:15][CH2:14][CH2:13][CH2:16][CH2:17][CH2:12][CH2:13][CH2:14][CH3:15] |^1:22,24,43,62|. Procedure details: PTMP--pentarythritol tetrakis (3-mercapto propionate) Reactants: BrC=1C(=CC2=C(C(=NO2)C2=C(C=CC=C2)F)C1)O (5-bromo-3-(2-fluorophenyl)-6-hydroxy-1,2-benzisoxazole), C([O-])([O-])=O.[K+].[K+] (potassium carbonate), BrCC(=O)OCC (ethyl bromoacetate). Run in CC(CC)=O (2-butanone). Product: C(C)OC(COC1=CC2=C(C(=NO2)C2=C(C=CC=C2)F)C=C1Br)=O (ethyl{[5-bromo-3-(2-fluorophenyl)-1,2-benzisoxazol-6-yl]oxy}acetate). As a reaction SMILES: [Br:1][C:2]1[C:3]([OH:18])=[CH:4][C:5]2[O:9][N:8]=[C:7]([C:10]3[CH:15]=[CH:14][CH:13]=[CH:12][C:11]=3[F:16])[C:6]=2[CH:17]=1.C(=O)([O-])[O-].[K+].[K+].Br[CH2:26][C:27]([O:29][CH2:30][CH3:31])=[O:28]>CC(=O)CC>[CH2:30]([O:29][C:27](=[O:28])[CH2:26][O:18][C:3]1[C:2]([Br:1])=[CH:17][C:6]2[C:7]([C:10]3[CH:15]=[CH:14][CH:13]=[CH:12][C:11]=3[F:16])=[N:8][O:9][C:5]=2[CH:4]=1)[CH3:31] |f:1.2.3|. Reported procedure: A mixture of 12 g of 5-bromo-3-(2-fluorophenyl)-6-hydroxy-1,2-benzisoxazole, 10.8 g of potassium carbonate and 7.8 g of ethyl bromoacetate in 200 ml of 2-butanone is stirred at reflux for 6hours. The reaction mixture is filtered and the solvent removed from the filtrate under vacuum. Recrystallization of the residue from ether-chloroform-hexane gives ethyl{[5-bromo-3-(2-fluorophenyl)-1,2-benzisoxazol-6-yl]oxy}acetate, mp 130°-132° C.